Dataset: the Open Reaction Database (ORD), a public repository of structured organic reaction records. Task: describe an organic reaction: reactants, conditions, products, and yield Starting materials: CO (methanol), O (water), C(C)(=O)OCC (ethyl acetate), [N+](=O)([O-])C1=CC=CC=C1 (nitrobenzene), CC1=CC2=CC=CC=C2C=C1 (2-methylnaphthalene). Run in O1CCCC1 (tetrahydrofuran). The product is C(C(=C)C)(=O)OCCCCCCCCCCCC (n-dodecyl methacrylate), C(C(=C)C)(=O)OCCOC(C(=C)C)=O (ethylene glycol dimethacrylate). As a reaction SMILES: [C:1]([O:4][CH2:5][CH3:6])(=[O:3])C.[N+]([C:10]1[CH:15]=[CH:14]C=CC=1)([O-])=O.[CH3:16][C:17]1[CH:26]=[CH:25][C:24]2[C:19](=[CH:20][CH:21]=[CH:22][CH:23]=2)[CH:18]=1.[CH3:27][OH:28].[OH2:29]>O1CCCC1>[C:1]([O:4][CH2:5][CH2:18][CH2:19][CH2:20][CH2:21][CH2:22][CH2:23][CH2:24][CH2:25][CH2:26][CH2:17][CH3:16])(=[O:3])[C:15]([CH3:14])=[CH2:10].[C:27]([O:29][CH2:6][CH2:5][O:4][C:1](=[O:3])[C:15]([CH3:14])=[CH2:10])(=[O:28])[C:17]([CH3:18])=[CH2:16]. Procedure details: In a similar manner for polymerization to that in Example 1, a monomer of 60 g of n-dodecyl methacrylate, 24 g of ethylene glycol dimethacrylate, and 30 g of ethyl acetate was polymerized in an aqueous suspension system to obtain a substrate consisting of hard spherical polymer particles. Of the thus obtained particles, those of 53 to 250 micrometers in diameter were filled into a column of 10 mm in diameter at a packed height of 193 mm, and separation of a 1:1 by weight mixture of nitrobenzene ... The reactants are FC(C(=O)O)(F)F (Trifluoroacetic acid), COC(=O)C=1C(=CC=C(C1)C=1SC=C(N1)C1=CC(=C(C=C1)Cl)Cl)C1=CC=C(C=C1)C(=O)OC(C)(C)C (4-[4-(3,4-dichloro-phenyl)-thiazol-2-yl]-biphenyl-2,4′-dicarboxylic acid 4′-tert-butyl ester 2-methyl ester), COC(=O)C=1C(=CC=C(C1)C=1SC=C(N1)C1=CC(=C(C=C1)Cl)Cl)C1=CC=C(C=C1)C(=O)OC(C)(C)C (4-[4-(3,4-dichloro-phenyl)-thiazol-2-yl]-biphenyl-2,4′-dicarboxylic acid 4′-tert-butyl ester 2-methyl ester). The solvent is C(Cl)Cl (CH2Cl2). Reaction conditions: time 3 hour. The product is COC(=O)C=1C(=CC=C(C1)C=1SC=C(N1)C1=CC(=C(C=C1)Cl)Cl)C1=CC=C(C=C1)C(=O)O (4-[4-(3,4-dichloro-phenyl)-thiazol-2-yl]-biphenyl-2,4′-dicarboxylic acid 2-methyl ester). Yield: 98.4%. RXN SMILES: FC(F)(F)C(O)=O.[CH3:8][O:9][C:10]([C:12]1[C:13]([C:31]2[CH:36]=[CH:35][C:34]([C:37]([O:39]C(C)(C)C)=[O:38])=[CH:33][CH:32]=2)=[CH:14][CH:15]=[C:16]([C:18]2[S:19][CH:20]=[C:21]([C:23]3[CH:28]=[CH:27][C:26]([Cl:29])=[C:25]([Cl:30])[CH:24]=3)[N:22]=2)[CH:17]=1)=[O:11]>C(Cl)Cl>[CH3:8][O:9][C:10]([C:12]1[C:13]([C:31]2[CH:36]=[CH:35][C:34]([C:37]([OH:39])=[O:38])=[CH:33][CH:32]=2)=[CH:14][CH:15]=[C:16]([C:18]2[S:19][CH:20]=[C:21]([C:23]3[CH:28]=[CH:27][C:26]([Cl:29])=[C:25]([Cl:30])[CH:24]=3)[N:22]=2)[CH:17]=1)=[O:11]. Procedure: Trifluoroacetic acid (8.3 mL, 108 mmol) was added to a solution of 4-[4-(3,4-dichloro-phenyl)-thiazol-2-yl]-biphenyl-2,4′-dicarboxylic acid 4′-tert-butyl ester 2-methyl ester (which may be prepared as described for Intermediate 7; 5.8 g, 10.7 mmol) in CH2Cl2 (25 mL) at 0-5° C. The mixture was allowed to warm to room temperature and stir for 3 h. The resulting solution was concentrated under a stream of nitrogen and then dried under high vacuum to give 4-[4-(3,4-dichloro-phenyl)-thiazol-2-yl]-bip... The reactants are C(C)(=O)O[BH-](OC(C)=O)OC(C)=O.[Na+] (Sodium triacetoxyborohydride), O=C1OC2=C(N1C(C1=CC=CC=C1)(C1=CC=CC=C1)C1=CC=CC=C1)C=CC(=C2)C=2C=C(OC2)C=O (4-(2-oxo-3-trityl-2,3-dihydro-benzooxazol-6-yl)-furan-2-carbaldehyde), CN1CCC(CC1)N (1-methyl-piperidin-4-ylamine), C(C)(=O)O (acetic acid). Run in ClCCCl (1,2-dichloroethane), ClCCl (dichloromethane). Reaction conditions: time 21 hour. Yields the product CN1CCC(CC1)NCC1=CC(=CO1)C1=CC2=C(N(C(O2)=O)C(C2=CC=CC=C2)(C2=CC=CC=C2)C2=CC=CC=C2)C=C1 (6-{5-[(1-Methyl-piperidin-4-ylamino)-methyl]-furan-3-yl}-3-trityl-3H-benzooxazol-2-one). Yield: 41.5%. Reaction SMILES: C(O[BH-](OC(=O)C)OC(=O)C)(=O)C.[Na+].[O:15]=[C:16]1[N:20]([C:21]([C:34]2[CH:39]=[CH:38][CH:37]=[CH:36][CH:35]=2)([C:28]2[CH:33]=[CH:32][CH:31]=[CH:30][CH:29]=2)[C:22]2[CH:27]=[CH:26][CH:25]=[CH:24][CH:23]=2)[C:19]2[CH:40]=[CH:41][C:42]([C:44]3[CH:45]=[C:46]([CH:49]=O)[O:47][CH:48]=3)=[CH:43][C:18]=2[O:17]1.[CH3:51][N:52]1[CH2:57][CH2:56][CH:55]([NH2:58])[CH2:54][CH2:53]1.C(O)(=O)C>ClCCCl.ClCCl>[CH3:51][N:52]1[CH2:57][CH2:56][CH:55]([NH:58][CH2:49][C:46]2[O:47][CH:48]=[C:44]([C:42]3[CH:41]=[CH:40][C:19]4[N:20]([C:21]([C:34]5[CH:39]=[CH:38][CH:37]=[CH:36][CH:35]=5)([C:28]5[CH:33]=[CH:32][CH:31]=[CH:30][CH:29]=5)[C:22]5[CH:23]=[CH:24][CH:25]=[CH:26][CH:27]=5)[C:16](=[O:15])[O:17][C:18]=4[CH:43]=3)[CH:45]=2)[CH2:54][CH2:53]1 |f:0.1|. Procedure: Sodium triacetoxyborohydride (339 mg, 1.6 mmol) was added to a solution of 4-(2-oxo-3-trityl-2,3-dihydro-benzooxazol-6-yl)-furan-2-carbaldehyde (377 mg, 0.8 mmol) and 1-methyl-piperidin-4-ylamine (219 mg, 1.92 mmol) and acetic acid (192 mg, 3.2 mmol) in 10 mL of 1,2-dichloroethane. The mixture was stirred at ambient temperature for 21 h, and then it was diluted with dichloromethane and washed with saturated sodium carbonate solution. The aqueous phase was extracted with dichloromethane, and the ... The reactants are CC(=O)OC(C)=O, C=CCCCC(O)CCCCl. Yields the product C=CCCCC(CCCCl)OC(C)=O. Reaction SMILES: [CH3:12][C:13](=[O:14])[O:15][C:16](=[O:17])[CH3:18].[Cl:1][CH2:2][CH2:3][CH2:4][CH:5]([CH2:6][CH2:7][CH2:8][CH:9]=[CH2:10])[OH:11]>>[Cl:1][CH2:2][CH2:3][CH2:4][CH:5]([CH2:6][CH2:7][CH2:8][CH:9]=[CH2:10])[O:11][C:13]([CH3:12])=[O:14]. The reactants are C(C1=CC=CC=C1)OC[C@H](C)O ((S)-1-benzyloxy-2-hydroxypropane), C1(=CC=C(C=C1)S(=O)(=O)Cl)C (p-toluenesulfonyl chloride), C1(=CC=CC=C1)C (toluene). Run in N1=CC=CC=C1 (pyridine), N1=CC=CC=C1 (pyridine). Reaction conditions: time 3 hour. The product is C(C1=CC=CC=C1)OC[C@H](C)OS(=O)(=O)C1=CC=C(C=C1)C ((S)-1-benzyloxy-2-(p-toluenesulfonyloxy)propane). The yield is 179.8%. Reaction SMILES: [CH2:1]([O:8][CH2:9][C@@H:10]([OH:12])[CH3:11])[C:2]1[CH:7]=[CH:6][CH:5]=[CH:4][CH:3]=1.[C:13]1([CH3:23])[CH:18]=[CH:17][C:16]([S:19](Cl)(=[O:21])=[O:20])=[CH:15][CH:14]=1.C1(C)C=CC=CC=1>N1C=CC=CC=1>[CH2:1]([O:8][CH2:9][C@@H:10]([O:12][S:19]([C:16]1[CH:17]=[CH:18][C:13]([CH3:23])=[CH:14][CH:15]=1)(=[O:21])=[O:20])[CH3:11])[C:2]1[CH:7]=[CH:6][CH:5]=[CH:4][CH:3]=1. Reported procedure: (S)-1-hydroxy-2-tetrahydropyranyloxypropane (120 g, 0.75 mol) prepared according to the method of C. Malanga et al, Synthetic Communications, 12,(1), 67-70 (1982)) was dropwise added to sodium hydride (44.8 g, 1.87 mol) in tetrahydrofuran (400 ml) (hereinafter abbreviated to THF), followed by adding dimethylformamide (hereinafter abbreviated to DMF) (200 ml), agitating the mixture for 2 hours, dropwise adding benzyl bromide (140.8 g, 0.82 mol) at 30° C. or lower, agitating the mixture at room te... Reactants: Br, COc1cccc2c1CC(C)(C)C2N1CCCCC1, CC(=O)O, O. Yields the product CC1(C)Cc2c(O)cccc2C1N1CCCCC1. RXN SMILES: [BrH:20].[CH3:1][C:2]1([CH3:19])[CH:3]([N:13]2[CH2:14][CH2:15][CH2:16][CH2:17][CH2:18]2)[c:4]2[cH:5][cH:6][cH:7][c:8]([O:11][CH3:12])[c:9]2[CH2:10]1.[CH3:22][C:23](=[O:24])[OH:25].[OH2:21]>>[CH3:1][C:2]1([CH3:19])[CH:3]([N:13]2[CH2:14][CH2:15][CH2:16][CH2:17][CH2:18]2)[c:4]2[cH:5][cH:6][cH:7][c:8]([OH:11])[c:9]2[CH2:10]1. Run at temperature 60 celsius. Yields the product C(C1=CC=CC=C1)OC(=O)N(CC(=O)O)CC1=NC(=CC=C1)Br (N-[(Benzyloxy)carbonyl]-N-[(6-bromopyridin-2-yl)methyl]glycine). Run in C(C)(C)(C)O (tert-butanol), CO (methanol). Starting materials: [OH-].[K+] (Potassium hydroxide), C(C1=CC=CC=C1)OC(=O)N(CC(=O)OCC)CC1=NC(=CC=C1)Br (Ethyl N-[(benzyloxy)carbonyl]-N-[(6-bromopyridin-2-yl)methyl]glycinate), Cl (hydrochloric acid). As a reaction SMILES: [CH2:1]([O:8][C:9]([N:11]([CH2:18][C:19]1[CH:24]=[CH:23][CH:22]=[C:21]([Br:25])[N:20]=1)[CH2:12][C:13]([O:15]CC)=[O:14])=[O:10])[C:2]1[CH:7]=[CH:6][CH:5]=[CH:4][CH:3]=1.[OH-].[K+].Cl>CO.C(O)(C)(C)C>[CH2:1]([O:8][C:9]([N:11]([CH2:18][C:19]1[CH:24]=[CH:23][CH:22]=[C:21]([Br:25])[N:20]=1)[CH2:12][C:13]([OH:15])=[O:14])=[O:10])[C:2]1[CH:3]=[CH:4][CH:5]=[CH:6][CH:7]=1 |f:1.2|. Reported procedure: Ethyl N-[(benzyloxy)carbonyl]-N-[(6-bromopyridin-2-yl)methyl]glycinate (0.21 g, 0.52 mmol) was dissolved in methanol (5.1 mL) and tert-butanol (5.1 mL). Potassium hydroxide (2.6 mL, 2.60 mmol) was added and the reaction was heated at 60° C. for two hours. The reaction was made acidic with 1M hydrochloric acid and the product extracted with ethyl acetate. The organic layer was then dried over magnesium sulfate, filtered and concentrated. The product was used without further purification to yield ...